This data is from the Open Reaction Database (ORD), a public repository of structured organic reaction records. The task is: describe an organic reaction: reactants, conditions, products, and yield Reactants: CC(C)CC(C(=O)NN)C(CC=Cc1ccccc1)C(=O)OC(C)(C)C, O=C=NCc1ccccc1, CCOC(C)=O, Oc1c(F)c(F)c(F)c(F)c1F, c1ccncc1. Reaction SMILES: [C:13]([CH3:14])([CH3:15])([CH3:16])[O:17][C:18](=[O:19])[CH:20]([CH2:21][CH:22]=[CH:23][c:24]1[cH:25][cH:26][cH:27][cH:28][cH:29]1)[CH:30]([C:31](=[O:32])[NH:33][NH2:34])[CH2:35][CH:36]([CH3:37])[CH3:38].[CH2:39]([c:40]1[cH:41][cH:42][cH:43][cH:44][cH:45]1)[N:46]=[C:47]=[O:48].[CH3:55][CH2:56][O:57][C:58](=[O:59])[CH3:60].[F:1][c:2]1[c:3]([OH:4])[c:5]([F:6])[c:7]([F:8])[c:9]([F:10])[c:11]1[F:12].[cH:49]1[cH:50][cH:51][n:52][cH:53][cH:54]1>>[C:13]([CH3:14])([CH3:15])([CH3:16])[O:17][C:18](=[O:19])[CH:20]([CH2:21][CH:22]=[CH:23][c:24]1[cH:25][cH:26][cH:27][cH:28][cH:29]1)[CH:30]([C:31](=[O:32])[NH:33][NH:34][C:47]([NH:46][CH2:39][c:40]1[cH:41][cH:42][cH:43][cH:44][cH:45]1)=[O:48])[CH2:35][CH:36]([CH3:37])[CH3:38]. Yields the product CC(C)CC(C(=O)NNC(=O)NCc1ccccc1)C(CC=Cc1ccccc1)C(=O)OC(C)(C)C. The reactants are C1CCNCC1, COc1cccc2[nH]c(C=O)cc12, CNS(=O)(=O)c1ccc2c(c1)CC(=O)N2, CCO. The product is CNS(=O)(=O)c1ccc2c(c1)C(=Cc1cc3c(OC)cccc3[nH]1)C(=O)N2. As a reaction SMILES: [CH2:29]1[CH2:30][CH2:31][NH:32][CH2:33][CH2:34]1.[CH3:16][O:17][c:18]1[c:19]2[cH:20][c:21]([CH:27]=[O:28])[nH:22][c:23]2[cH:24][cH:25][cH:26]1.[CH3:1][NH:2][S:3](=[O:4])(=[O:5])[c:6]1[cH:7][c:8]2[c:12]([cH:13][cH:14]1)[NH:11][C:10](=[O:15])[CH2:9]2.[CH3:35][CH2:36][OH:37]>>[CH3:1][NH:2][S:3](=[O:4])(=[O:5])[c:6]1[cH:7][c:8]2[c:12]([cH:13][cH:14]1)[NH:11][C:10](=[O:15])[C:9]2=[CH:27][c:21]1[cH:20][c:19]2[c:18]([O:17][CH3:16])[cH:26][cH:25][cH:24][c:23]2[nH:22]1. Product: C(CCC)C=1OC2=C(C1C(C1=CC=C(C=C1)OCCCN(CCCC)CCCC)=O)C=C(C=C2)N (2-(n-butyl)-3-(4-{3-[di(n-butyl)amino]propoxy}benzoyl)-5-aminobenzofuran), Compound A. Reported procedure: A process for the preparation of dronedarone was reported in the above said patent EP 0 471 609, according to which process 2-(n-butyl)-3-(4-{3-[di(n-butyl)amino]propoxy}benzoyl)-5-nitrobenzofuran is reduced under pressure with hydrogen in the presence of platinum oxide as catalyst to form 2-(n-butyl)-3-(4-{3-[di(n-butyl)amino]propoxy}benzoyl)-5-aminobenzofuran (hereinafter Compound A), which is subsequently treated with methanesulfonyl chloride, in the presence of an acid acceptor, to give the ... As a reaction SMILES: [CH3:1][CH2:2][CH2:3][CH2:4][C:5]1[O:13][C:12]2[CH:11]=[CH:10][C:9]([NH:14]S(C)(=O)=O)=[CH:8][C:7]=2[C:6]=1[C:19]([C:21]1[CH:22]=[CH:23][C:24]([O:27][CH2:28][CH2:29][CH2:30][N:31]([CH2:36][CH2:37][CH2:38][CH3:39])[CH2:32][CH2:33][CH2:34][CH3:35])=[CH:25][CH:26]=1)=[O:20].C(C1OC2C=CC([N+]([O-])=O)=CC=2C=1C(=O)C1C=CC(OCCCN(CCCC)CCCC)=CC=1)CCC.[H][H]>[Pt]=O>[CH2:4]([C:5]1[O:13][C:12]2[CH:11]=[CH:10][C:9]([NH2:14])=[CH:8][C:7]=2[C:6]=1[C:19](=[O:20])[C:21]1[CH:26]=[CH:25][C:24]([O:27][CH2:28][CH2:29][CH2:30][N:31]([CH2:32][CH2:33][CH2:34][CH3:35])[CH2:36][CH2:37][CH2:38][CH3:39])=[CH:23][CH:22]=1)[CH2:3][CH2:2][CH3:1]. Starting materials: [H][H] (hydrogen), CCCCC1=C(C=2C=C(C=CC2O1)NS(=O)(=O)C)C(=O)C=3C=CC(=CC3)OCCCN(CCCC)CCCC (dronedarone), C(CCC)C=1OC2=C(C1C(C1=CC=C(C=C1)OCCCN(CCCC)CCCC)=O)C=C(C=C2)[N+](=O)[O-] (2-(n-butyl)-3-(4-{3-[di(n-butyl)amino]propoxy}benzoyl)-5-nitrobenzofuran). The reagents and catalysts are [Pt]=O (platinum oxide). Isolated yield 95.8%. Solvent: C(C)(=O)O (acetic acid), CN(C=O)C (dimethylformamide). Reported procedure: 44.6 g of 4-cyanobutyl(triphenyl)phosphonium bromide is suspended in 250 ml of dimethylformamide, 4.2 g of 60% oily sodium hydride is added under ice cooling and stirring, the mixture is stirred at that temperature for 30 minutes, 18 g of 3-(3-thienyl)benzaldehyde is added, and the mixture is stirred at room temperature for 20 hours. Water and acetic acid are added to the reaction solution for neutralization, the solvent is distilled off under reduced pressure, and the residue is post-treated in... Product: C(#N)CCC/C=C/C=1C=C(C=CC1)C1=CSC=C1 ((E)-3-[3-(5-cyano-1-pentenyl)phenyl]thiophene). The reactants are O (Water), [Br-].C(#N)CCCC[P+](C1=CC=CC=C1)(C1=CC=CC=C1)C1=CC=CC=C1 (4-cyanobutyl(triphenyl)phosphonium bromide), [H-].[Na+] (sodium hydride), S1C=C(C=C1)C=1C=C(C=O)C=CC1 (3-(3-thienyl)benzaldehyde). RXN SMILES: [Br-].[C:2]([CH2:4][CH2:5][CH2:6][CH2:7][P+](C1C=CC=CC=1)(C1C=CC=CC=1)C1C=CC=CC=1)#[N:3].[H-].[Na+].[S:29]1[CH:33]=[CH:32][C:31]([C:34]2[CH:35]=[C:36]([CH:39]=[CH:40][CH:41]=2)[CH:37]=O)=[CH:30]1.O>CN(C)C=O.C(O)(=O)C>[C:2]([CH2:4][CH2:5][CH2:6]/[CH:7]=[CH:37]/[C:36]1[CH:35]=[C:34]([C:31]2[CH:32]=[CH:33][S:29][CH:30]=2)[CH:41]=[CH:40][CH:39]=1)#[N:3] |f:0.1,2.3|. Starting materials: CN(CCC=O)C(=O)Nc1nnc(C(F)(F)F)s1, Cl, O. Product: CN1CCC(O)N(c2nnc(C(F)(F)F)s2)C1=O. Reaction SMILES: [CH3:1][N:2]([C:3](=[O:4])[NH:5][c:6]1[s:7][c:8]([C:11]([F:12])([F:13])[F:14])[n:9][n:10]1)[CH2:15][CH2:16][CH:17]=[O:18].[ClH:19].[OH2:20]>>[CH3:1][N:2]1[C:3](=[O:4])[N:5]([c:6]2[s:7][c:8]([C:11]([F:12])([F:13])[F:14])[n:9][n:10]2)[CH:17]([OH:18])[CH2:16][CH2:15]1. Starting materials: C(C)(=O)[O-].[K+] (potassium acetate), O (water), C(C)(=O)OC(C=C)(CCC(C(=C)C)Cl)C (3-acetoxy-6-chloro-3,7-dimethyl-1,7-octadiene). Reagents/catalysts: O.C(C)(=O)[O-].[Cu+2].C(C)(=O)[O-] (copper (II) acetate monohydrate). The solvent is CN(C(C)=O)C (N,N-dimethylacetamide). Conditions: temperature 100 celsius, time 9 hour. The product is C(C)(=O)OC(C=C)(CC\C=C(\COC(C)=O)/C)C ((E)-3,8-diacetoxy-3,7-dimethyl-1,6-octadiene), C(C)(=O)OC(C=C)(CC\C=C(/COC(C)=O)\C)C ((Z)-3,8-diacetoxy-3,7-dimethyl-1,6-octadiene), C(C)(=O)OC(C=C)(CCC(C(=C)C)OC(C)=O)C (3,6-diacetoxy-3,7-dimethyl-1,7-octadiene). Yield: 34.0%. Reaction SMILES: [C:1]([O:4][C:5]([CH3:15])([CH2:8][CH2:9][CH:10](Cl)[C:11]([CH3:13])=[CH2:12])[CH:6]=[CH2:7])(=[O:3])[CH3:2].[C:16]([O-:19])(=[O:18])[CH3:17].[K+].O>CN(C)C(=O)C.O.C([O-])(=O)C.[Cu+2].C([O-])(=O)C>[C:1]([O:4][C:5]([CH3:15])([CH2:8][CH2:9]/[CH:10]=[C:11](\[CH3:13])/[CH2:12][O:19][C:16](=[O:18])[CH3:17])[CH:6]=[CH2:7])(=[O:3])[CH3:2].[C:1]([O:4][C:5]([CH3:15])([CH2:8][CH2:9]/[CH:10]=[C:11](/[CH3:13])\[CH2:12][O:19][C:16](=[O:18])[CH3:17])[CH:6]=[CH2:7])(=[O:3])[CH3:2].[C:1]([O:4][C:5]([CH3:15])([CH2:8][CH2:9][CH:10]([O:19][C:16](=[O:18])[CH3:17])[C:11]([CH3:13])=[CH2:12])[CH:6]=[CH2:7])(=[O:3])[CH3:2] |f:1.2,5.6.7.8|. Reported procedure: A mixture of 3-acetoxy-6-chloro-3,7-dimethyl-1,7-octadiene (11.5 g, 0.05 mol), prepared according to Example 1, potassium acetate (14.7 g, 0.15 mol), and copper (II) acetate monohydrate (2 g, 0.01 mol) in N,N-dimethylacetamide (50 mL) was stirred for 9 h at 100° C. The reaction mixture was poured into water and extracted with diethyl ether. The extracts were washed with 5% sodium bicarbonate (50 mL) and brine (50 mL). Evaporation of the solvent and distillation afforded 9.5 g of distillate as a ... Starting materials: CC1(C2C(C3=CC(=CC=C3O1)C#N)O2)C ((±)-2,2-dimethyl-1a,7b-dihydro-2H-1,3-dioxa-cyclopropa[a]naphthalene-6-carbonitrile), FC1=CC=C(C=C1)N1CCNCC1 (1-(4-fluoro-phenyl)-piperazine). Yields the product FC1=CC=C(C=C1)N1CCN(CC1)C1C(C(OC2=CC=C(C=C12)C#N)(C)C)O (4-[4-(4-Fluoro-phenyl)-piperazin-1-yl]-3-hydroxy-2,2-dimethyl-chroman-6-carbonitrile). Reaction SMILES: [CH3:1][C:2]1([CH3:15])[O:11][C:10]2[C:5](=[CH:6][C:7]([C:12]#[N:13])=[CH:8][CH:9]=2)[CH:4]2[O:14][CH:3]12.[F:16][C:17]1[CH:22]=[CH:21][C:20]([N:23]2[CH2:28][CH2:27][NH:26][CH2:25][CH2:24]2)=[CH:19][CH:18]=1>>[F:16][C:17]1[CH:18]=[CH:19][C:20]([N:23]2[CH2:28][CH2:27][N:26]([CH:4]3[C:5]4[C:10](=[CH:9][CH:8]=[C:7]([C:12]#[N:13])[CH:6]=4)[O:11][C:2]([CH3:15])([CH3:1])[CH:3]3[OH:14])[CH2:25][CH2:24]2)=[CH:21][CH:22]=1. Reported procedure: Following the procedure in Example 1, using (±)-2,2-dimethyl-1a,7b-dihydro-2H-1,3-dioxa-cyclopropa[a]naphthalene-6-carbonitrile and 1-(4-fluoro-phenyl)-piperazine as starting material, the title compound was prepared as a white solid. The reactants are COc1ccc(C(C#N)(CCC=O)C(C)C)cc1OC, COc1ccc(CC[N+](=O)[O-])cc1OC, CC(C)O, [F-], [K+]. The product is COc1ccc(CC(C(O)CCC(C#N)(c2ccc(OC)c(OC)c2)C(C)C)[N+](=O)[O-])cc1OC. Reaction SMILES: [CH3:16][O:17][c:18]1[cH:19][c:20]([C:26]([C:27]#[N:28])([CH:29]([CH3:30])[CH3:31])[CH2:32][CH2:33][CH:34]=[O:35])[cH:21][cH:22][c:23]1[O:24][CH3:25].[CH3:1][O:2][c:3]1[cH:4][c:5]([CH2:11][CH2:12][N+:13](=[O:14])[O-:15])[cH:6][cH:7][c:8]1[O:9][CH3:10].[CH3:38][CH:39]([OH:40])[CH3:41].[F-:36].[K+:37]>>[CH3:1][O:2][c:3]1[cH:4][c:5]([CH2:11][CH:12]([N+:13](=[O:14])[O-:15])[CH:34]([CH2:33][CH2:32][C:26]([c:20]2[cH:19][c:18]([O:17][CH3:16])[c:23]([O:24][CH3:25])[cH:22][cH:21]2)([C:27]#[N:28])[CH:29]([CH3:30])[CH3:31])[OH:35])[cH:6][cH:7][c:8]1[O:9][CH3:10]. Reactants: C13H17BrN2O, C1CC(=O)N(C1=O)Br (NBS), NC1=CC=C(C=C1)C1CCN(CC1)C(C)=O (1-[4-(4-amino-phenyl)-piperidin-1-yl]-ethanone). Solvent: C(Cl)Cl (CH2Cl2), C(Cl)Cl (CH2Cl2), C(Cl)Cl (CH2Cl2). Conditions: temperature -78 celsius, time 30 minute. Yields the product NC1=C(C=C(C=C1)C1CCN(CC1)C(C)=O)Br (1-[4-(4-Amino-3-bromo-phenyl)-piperidin-1-yl]-ethanone). RXN SMILES: [NH2:1][C:2]1[CH:7]=[CH:6][C:5]([CH:8]2[CH2:13][CH2:12][N:11]([C:14](=[O:16])[CH3:15])[CH2:10][CH2:9]2)=[CH:4][CH:3]=1.C1C(=O)N([Br:24])C(=O)C1>C(Cl)Cl>[NH2:1][C:2]1[CH:7]=[CH:6][C:5]([CH:8]2[CH2:13][CH2:12][N:11]([C:14](=[O:16])[CH3:15])[CH2:10][CH2:9]2)=[CH:4][C:3]=1[Br:24]. Procedure details: A solution of 1-[4-(4-amino-phenyl)-piperidin-1-yl]-ethanone (as prepared in the previous step, 0.36 g, 1.66 mmol) in CH2Cl2 (10 mL) was cooled to −78° C. and treated with NBS (0.28 g, 1.58 mmol) as a suspension in CH2Cl2 (4 mL). The reaction was allowed to warm to room temperature and stir for 30 min. The reaction was diluted with CH2Cl2 and washed with saturated aqueous NaHCO3. The organic layer was dried over MgSO4 and concentrated in vacuo. The crude material was used directly in the next re...